This data is from the Open Reaction Database (ORD), a public repository of structured organic reaction records. The task is: describe an organic reaction: reactants, conditions, products, and yield Reactants: C1(CCCCC1)C1=NN(C=2N=C(NC(C21)=O)C2=C(C=C(C=C2)N2CCN(CC2)C)OC(F)F)C (3-Cyclohexyl-6-[2-(difluoromethoxy)-4-(4-methyl-1-piperazinyl)phenyl]-1-methyl-1,5-dihydro-4H-pyrazolo[3,4-d]pyrimidin-4-one), CS(=O)(=O)O (methanesulfonic acid). Solvent: CO (methanol). Yields the product CS(=O)(=O)O.C1(CCCCC1)C1=NN(C=2N=C(NC(C21)=O)C2=C(C=C(C=C2)N2CCN(CC2)C)OC(F)F)C (3-Cyclohexyl-6-[2-(difluoromethoxy)-4-(4-methyl-1-piperazinyl)phenyl]-1-methyl-1,5-dihydro-4H-pyrazolo[3,4-d]pyrimidin-4-one monomethanesulfonate). The yield is 20.4%. RXN SMILES: [CH:1]1([C:7]2[C:15]3[C:14](=[O:16])[NH:13][C:12]([C:17]4[CH:22]=[CH:21][C:20]([N:23]5[CH2:28][CH2:27][N:26]([CH3:29])[CH2:25][CH2:24]5)=[CH:19][C:18]=4[O:30][CH:31]([F:33])[F:32])=[N:11][C:10]=3[N:9]([CH3:34])[N:8]=2)[CH2:6][CH2:5][CH2:4][CH2:3][CH2:2]1.[CH3:35][S:36]([OH:39])(=[O:38])=[O:37]>CO>[CH3:35][S:36]([OH:39])(=[O:38])=[O:37].[CH:1]1([C:7]2[C:15]3[C:14](=[O:16])[NH:13][C:12]([C:17]4[CH:22]=[CH:21][C:20]([N:23]5[CH2:28][CH2:27][N:26]([CH3:29])[CH2:25][CH2:24]5)=[CH:19][C:18]=4[O:30][CH:31]([F:32])[F:33])=[N:11][C:10]=3[N:9]([CH3:34])[N:8]=2)[CH2:2][CH2:3][CH2:4][CH2:5][CH2:6]1 |f:3.4|. Reported procedure: A 2 ml methanol suspended solution of 65 mg (0.138 mmol) of the compound obtained in Example 138 was heated to 50° C. To the system, 9.1 μl (0.14 mmol) of methanesulfonic acid was added, and then the mixture was heated under reflux for 15 minutes. Then, the reaction mixture was brought to room temperature, and the solvent was distilled off under reduced pressure. The residue was recrystallized from ethyl acetate-ethanol to obtain 16 mg (20%) of the captioned compound. The reactants are CCC1=CC=CC2=C1NC=C2CCO (7-ethyltryptophol), O=C(CC(=O)OC)CC (methyl 3-oxopentanoate). The solvent is Cl (hydrogen chloride). Conditions: temperature 27.5 celsius, time 7 hour. The product is C(C)C1(OCCC2=C1NC1=C(C=CC=C21)CC)CC(=O)OC (Methyl 1,8-diethyl-1,3,4,9-tetrahydropyrano (3,4-b)-indole-1-acetate). The yield is 76.9%. As a reaction SMILES: [CH3:1][CH2:2][C:3]1[C:8]2[NH:9][CH:10]=[C:11]([CH2:12][CH2:13][OH:14])[C:7]=2[CH:6]=[CH:5][CH:4]=1.O=[C:16]([CH2:22][CH3:23])[CH2:17][C:18]([O:20][CH3:21])=[O:19]>Cl>[CH2:22]([C:16]1([CH2:17][C:18]([O:20][CH3:21])=[O:19])[C:10]2[NH:9][C:8]3[C:7]([C:11]=2[CH2:12][CH2:13][O:14]1)=[CH:6][CH:5]=[CH:4][C:3]=3[CH2:2][CH3:1])[CH3:23]. Reported procedure: To a solution of 7-ethyltryptophol (12.0 g) in 1-butanolic hydrogen chloride (5% w/v, 100.0 ml), methyl 3-oxopentanoate (9.1 g) was added in one lot, at 25° C. The reaction mixture was stirred at 25-30° C. for 7 hours. The reaction mixture was extracted with hexane (100.0 ml). Hexane was concentrated to about 20 ml and methanol (10 ml) was added. The product was filtered, washed with methanol and dried to afford the titled compound (14.7 g, 79%), m.p. 128-130° C.; purity: 96.2%.